From a dataset of the Open Reaction Database (ORD), a public repository of structured organic reaction records. describe an organic reaction: reactants, conditions, products, and yield The reactants are CC(C)(C)ONS(=O)(=O)C1C=CC(Cl)=CC1=C=O, ClCCl, CCOC(=O)N=NC(=O)OCC, COC(=O)CCC(CCCCO)CCCc1cccnc1, c1ccc(P(c2ccccc2)c2ccccc2)cc1. The product is COC(=O)CCC(CCCCN(OC(C)(C)C)S(=O)(=O)C1C=CC(Cl)=CC1=C=O)CCCc1cccnc1. As a reaction SMILES: [C:22]([CH3:23])([CH3:24])([CH3:25])[O:26][NH:27][S:28](=[O:29])(=[O:30])[CH:31]1[C:32](=[C:38]=[O:39])[CH:33]=[C:34]([Cl:37])[CH:35]=[CH:36]1.[CH2:71]([Cl:72])[Cl:73].[O:59]=[C:60]([O:61][CH2:62][CH3:63])[N:64]=[N:65][C:66]([O:67][CH2:68][CH3:69])=[O:70].[OH:1][CH2:2][CH2:3][CH2:4][CH2:5][CH:6]([CH2:7][CH2:8][C:9](=[O:10])[O:11][CH3:12])[CH2:13][CH2:14][CH2:15][c:16]1[cH:17][n:18][cH:19][cH:20][cH:21]1.[c:40]1([P:41]([c:42]2[cH:43][cH:44][cH:45][cH:46][cH:47]2)[c:48]2[cH:49][cH:50][cH:51][cH:52][cH:53]2)[cH:54][cH:55][cH:56][cH:57][cH:58]1>>[CH2:2]([CH2:3][CH2:4][CH2:5][CH:6]([CH2:7][CH2:8][C:9](=[O:10])[O:11][CH3:12])[CH2:13][CH2:14][CH2:15][c:16]1[cH:17][n:18][cH:19][cH:20][cH:21]1)[N:27]([O:26][C:22]([CH3:23])([CH3:24])[CH3:25])[S:28](=[O:29])(=[O:30])[CH:31]1[C:32](=[C:38]=[O:39])[CH:33]=[C:34]([Cl:37])[CH:35]=[CH:36]1. The reactants are C1CCOC1, CO, COC(=O)c1c(C2CCCN(C(=O)OCc3ccccc3)C2)cc(-c2ccccc2O)nc1N. Yields the product Nc1nc(-c2ccccc2O)cc2c1C(=O)N1CCCC2C1. RXN SMILES: [CH2:37]1[O:38][CH2:39][CH2:40][CH2:41]1.[CH3:35][OH:36].[NH2:1][c:2]1[c:3]([C:31]([O:32][CH3:33])=[O:34])[c:8]([CH:19]2[CH2:20][N:21]([C:25]([O:4][CH2:5][c:6]3[cH:7][cH:27][cH:28][cH:29][cH:30]3)=[O:26])[CH2:22][CH2:23][CH2:24]2)[cH:9][c:10](-[c:12]2[c:13]([OH:18])[cH:14][cH:15][cH:16][cH:17]2)[n:11]1>>[NH2:1][c:2]1[c:3]2[c:8]([cH:9][c:10](-[c:12]3[c:13]([OH:18])[cH:14][cH:15][cH:16][cH:17]3)[n:11]1)[CH:19]1[CH2:20][N:21]([CH2:22][CH2:23][CH2:24]1)[C:25]2=[O:26]. Starting materials: C(=O)(O)[O-].[Na+] (NaHCO3), IC1=CC=C(C=C1)C=1N=C(N(C1)C)[C@@H](C)N(C(OCC1=CC=CC=C1)=O)C ((R)-Benzyl 1-(4-(4-iodophenyl)-1-methyl-1H-imidazol-2-yl)ethyl(methyl)carbamate), 2-amino-4′-bromoacetophene hydrochloride, C(C)(=O)[O-].[Na+] (sodium acetate), C(C)(=O)O (acetic acid), IC1=CC=C(C=C1)C=1N=C(N(C1)C)[C@@H](C)N(C(OCC1=CC=CC=C1)=O)C ((R)-Benzyl 1-(4-(4-iodophenyl)-1-methyl-1H-imidazol-2-yl)ethyl(methyl)carbamate). The solvent is O1CCOCC1 (dioxane). Reaction conditions: temperature 65 celsius, time 2 hour. Product: N([C@H](C)C(=O)O)C(=O)OCC1=CC=CC=C1 (Cbz-D-Ala-OH). Isolated yield 79.0%. RXN SMILES: C([O-])(=O)C.[Na+].C(O)(=O)C.IC1C=CC(C2N=[C:19]([C@H:23]([N:25](C)[C:26](=[O:35])[O:27][CH2:28][C:29]3[CH:34]=[CH:33][CH:32]=[CH:31][CH:30]=3)C)N(C)C=2)=CC=1.[C:37]([O-:40])([OH:39])=O.[Na+]>O1CCOCC1>[NH:25]([C:26]([O:27][CH2:28][C:29]1[CH:34]=[CH:33][CH:32]=[CH:31][CH:30]=1)=[O:35])[C@@H:23]([C:37]([OH:40])=[O:39])[CH3:19] |f:0.1,4.5|. Procedure details: A mixture of 2-amino-4′-bromoacetophene hydrochloride (10.0 g, 40 mmol), sodium acetate (16.4 g, 200 mmol), acetic acid (11.5 mL, 200 mmol) and compound 2 (19.2 g, 80 mmol) in dioxane (70 mL) was stirred at 65° C. until TLC showed no compound 2 left (about 2 h). The reaction mixture was carefully neutralized with saturated NaHCO3 solution and extracted with ethyl acetate. The organic solution was dried over Na2SO4 and concentrated. Purification with flash column chromatography (EtOAc:Hexs 1:1) g... Reactants: CC(c1ccccc1)N1CC(F)C(C)(C(=O)OC(C)(C)C)C1, O=C(Cl)OCc1ccccc1, ClCCl. The product is CC(C)(C)OC(=O)C1(C)CN(C(=O)OCc2ccccc2)CC1F. As a reaction SMILES: [C:1]([CH3:2])([CH3:3])([CH3:4])[O:5][C:6](=[O:7])[C:8]1([CH3:22])[CH2:9][N:10]([CH:14]([c:15]2[cH:16][cH:17][cH:18][cH:19][cH:20]2)[CH3:21])[CH2:11][CH:12]1[F:13].[CH2:23]([c:24]1[cH:25][cH:26][cH:27][cH:28][cH:29]1)[O:30][C:31](=[O:32])[Cl:33].[Cl:34][CH2:35][Cl:36]>>[C:1]([CH3:2])([CH3:3])([CH3:4])[O:5][C:6](=[O:7])[C:8]1([CH3:22])[CH2:9][N:10]([C:31]([O:30][CH2:23][c:24]2[cH:25][cH:26][cH:27][cH:28][cH:29]2)=[O:32])[CH2:11][CH:12]1[F:13]. As a reaction SMILES: [CH3:1][C:2]1[C:3]([C:12]2[S:13][CH:14]=[CH:15][CH:16]=2)=[N:4][C:5](S(C)(=O)=O)=[N:6][CH:7]=1.[NH2:17][CH2:18][CH2:19][N:20]1[CH2:24][CH2:23][NH:22][C:21]1=[O:25].C1(C)C=CC=CC=1>ClCCl>[CH3:1][C:2]1[C:3]([C:12]2[S:13][CH:14]=[CH:15][CH:16]=2)=[N:4][C:5]([NH:17][CH2:18][CH2:19][N:20]2[CH2:24][CH2:23][NH:22][C:21]2=[O:25])=[N:6][CH:7]=1. Reported procedure: 5-Methyl-2-(methylsulfonyl)-4-(thiophen-2-yl)pyrimidine (0.1 g, 0.39 mmol) and 1-(2-aminoethyl)imidazolidin-2-one (0.06 g, 047 mmol) were added to a microwave tube along with toluene (1 mL). The tube was capped and heated to 200° C. for 10 min in a Personal Chemistry microwave. The mixture was diluted with dichloromethane and purified by flash chromatography using a gradient of 2 to 10% methanol in dichloromethane to obtain an off-white solid. Yield=0.03 g. MS (M+H)+ 304. Starting materials: CC=1C(=NC(=NC1)S(=O)(=O)C)C=1SC=CC1 (5-Methyl-2-(methylsulfonyl)-4-(thiophen-2-yl)pyrimidine), NCCN1C(NCC1)=O (1-(2-aminoethyl)imidazolidin-2-one), C1(=CC=CC=C1)C (toluene). Solvent: ClCCl (dichloromethane). Conditions: temperature 200 celsius. Yields the product CC=1C(=NC(=NC1)NCCN1C(NCC1)=O)C=1SC=CC1 (1-(2-(5-Methyl-4-(thiophen-2-yl)pyrimidin-2-ylamino)ethyl)imidazolidin-2-one).